Dataset: the Open Reaction Database (ORD), a public repository of structured organic reaction records. Task: describe an organic reaction: reactants, conditions, products, and yield Starting materials: Example 2 ( 2a ), aqueous solution, Example 1 ( 1d ), [Si](C)(C)(C(C)(C)C)OCC1=CC=C(O1)C#N (5-({[t-butyl(dimethyl)silyl]oxy}methyl)-2-furonitrile), NO (hydroxylamine). Yields the product crude product, [Si](C)(C)(C(C)(C)C)OCC1=CC=C(O1)C(N)=NO (5-({[t-Butyl(dimethyl)silyl]oxy}methyl)-N′-hydroxyfuran-2-carboximidamide). Reaction SMILES: [Si:1]([O:8][CH2:9][C:10]1[O:14][C:13]([C:15]#[N:16])=[CH:12][CH:11]=1)([C:4]([CH3:7])([CH3:6])[CH3:5])([CH3:3])[CH3:2].[NH2:17][OH:18]>>[Si:1]([O:8][CH2:9][C:10]1[O:14][C:13]([C:15](=[N:17][OH:18])[NH2:16])=[CH:12][CH:11]=1)([C:4]([CH3:7])([CH3:6])[CH3:5])([CH3:3])[CH3:2]. Reported procedure: The crude product of the title compound was synthesized by conducting the similar reaction to that mentioned in Example 1 (1d) using 5-({[t-butyl(dimethyl)silyl]oxy}methyl)-2-furonitrile (7.5 g, 32 mmol) that was obtained in Example 2 (2a) and a 40% aqueous solution of hydroxylamine (4.0 ml). Subsequently, the crude product of the title compound thus obtained was purified by chromatography on a silica gel column using a mixed solvent of ethyl acetate and hexane (1:1) as the eluent to afford the ... Starting materials: FC(F)(F)c1nnc2ccc(Br)cn12, CC(C)(C)[O-], CC(C)(C)OC(=O)N1CCNCC1, [Na+]. Yields the product CC(C)(C)OC(=O)N1CCN(c2ccc3nnc(C(F)(F)F)n3c2)CC1. As a reaction SMILES: [Br:14][c:15]1[cH:16][cH:17][c:18]2[n:19]([cH:20]1)[c:21]([C:24]([F:25])([F:26])[F:27])[n:22][n:23]2.[CH3:28][C:29]([CH3:30])([O-:31])[CH3:32].[N:1]1([C:7](=[O:8])[O:9][C:10]([CH3:11])([CH3:12])[CH3:13])[CH2:2][CH2:3][NH:4][CH2:5][CH2:6]1.[Na+:33]>>[N:1]1([C:7](=[O:8])[O:9][C:10]([CH3:11])([CH3:12])[CH3:13])[CH2:2][CH2:3][N:4]([c:15]2[cH:16][cH:17][c:18]3[n:19]([cH:20]2)[c:21]([C:24]([F:25])([F:26])[F:27])[n:22][n:23]3)[CH2:5][CH2:6]1. The reactants are CN(C)C=O, Cn1ncc(C(=O)O)c1C1CC1, Cn1cc(C(=O)O)c(C2CC2)n1, O=C(Cl)C(=O)Cl, Nc1cccc(Oc2ccc3nc(NC(=O)C4CC4)nn3c2)c1, C1CCOC1, O. Product: Cn1cc(C(=O)Nc2cccc(Oc3ccc4nc(NC(=O)C5CC5)nn4c3)c2)c(C2CC2)n1. Reaction SMILES: [CH3:60][N:61]([CH3:62])[CH:63]=[O:64].[CH:13]1([c:14]2[n:15]([CH3:16])[n:17][cH:18][c:19]2[C:20]([OH:21])=[O:22])[CH2:23][CH2:24]1.[CH:1]1([c:4]2[n:5][n:6]([CH3:12])[cH:7][c:8]2[C:9](=[O:10])[OH:11])[CH2:2][CH2:3]1.[Cl:25][C:26]([C:27]([Cl:28])=[O:29])=[O:30].[NH2:31][c:32]1[cH:33][c:34]([O:35][c:36]2[cH:37][cH:38][c:39]3[n:40]([cH:41]2)[n:42][c:43]([NH:45][C:46](=[O:47])[CH:48]2[CH2:49][CH2:50]2)[n:44]3)[cH:51][cH:52][cH:53]1.[O:54]1[CH2:55][CH2:56][CH2:57][CH2:58]1.[OH2:59]>>[CH:1]1([c:4]2[n:5][n:6]([CH3:12])[cH:7][c:8]2[C:9](=[O:11])[NH:31][c:32]2[cH:33][c:34]([O:35][c:36]3[cH:37][cH:38][c:39]4[n:40]([cH:41]3)[n:42][c:43]([NH:45][C:46](=[O:47])[CH:48]3[CH2:49][CH2:50]3)[n:44]4)[cH:51][cH:52][cH:53]2)[CH2:2][CH2:3]1. Reactants: ClCC(=O)Cl (chloroacetyl chloride), NC=1C(=C(C(=C(C(=O)Cl)C1I)I)C(=O)Cl)I (5-amino-2,4,6-triiodoisophthalic acid dichloride), O (water). Solvent: CC(=O)N(C)C (dimethylacetamide). Run at time 1 hour. Yields the product ClCC(=O)NC=1C(=C(C(=C(C(=O)Cl)C1I)I)C(=O)Cl)I (5-chloroacetamido-2,4,6-triiodoisophthalic acid dichloride). The yield is 75.0%. RXN SMILES: [Cl:1][CH2:2][C:3](Cl)=[O:4].[NH2:6][C:7]1[C:8]([I:21])=[C:9]([C:18]([Cl:20])=[O:19])[C:10]([I:17])=[C:11]([C:15]=1[I:16])[C:12]([Cl:14])=[O:13].O>CC(N(C)C)=O>[Cl:1][CH2:2][C:3]([NH:6][C:7]1[C:15]([I:16])=[C:11]([C:12]([Cl:14])=[O:13])[C:10]([I:17])=[C:9]([C:8]=1[I:21])[C:18]([Cl:20])=[O:19])=[O:4]. Procedure details: At maximally 10° C., 67.7 g (0.6 mol) of chloroacetyl chloride is added dropwise under agitation within 20 minutes to a solution of 119.1 g (0.2 mol) of 5-amino-2,4,6-triiodoisophthalic acid dichloride in 400 ml of dimethylacetamide; the mixture is further stirred for 1 hour under ice cooling and then overnight at room temperature. The reaction mixture is then treated with 6 l of water, the thus-produced precipitate is vacuum-filtered and dissolved in 3.5 l of ethyl acetate. The ethyl acetate so...